From a dataset of the Open Reaction Database (ORD), a public repository of structured organic reaction records. describe an organic reaction: reactants, conditions, products, and yield Reactants: CC(C)(C)[O-], Cc1ccccc1, CC(C)(C)O, [K+], O=[N+]([O-])c1c(Cl)c(Cl)cc2nc(Cl)c(Cl)nc12, O. Yields the product CC(C)(C)Oc1nc2c([N+](=O)[O-])c(Cl)c(Cl)cc2nc1Cl. As a reaction SMILES: [CH3:18][C:19]([CH3:20])([O-:21])[CH3:22].[CH3:24][c:25]1[cH:26][cH:27][cH:28][cH:29][cH:30]1.[CH3:32][C:33]([OH:34])([CH3:35])[CH3:36].[K+:23].[N+:1](=[O:2])([O-:3])[c:4]1[c:5]2[n:6][c:7]([Cl:17])[c:8]([Cl:16])[n:9][c:10]2[cH:11][c:12]([Cl:15])[c:13]1[Cl:14].[OH2:31]>>[N+:1](=[O:2])([O-:3])[c:4]1[c:5]2[n:6][c:7]([O:21][C:19]([CH3:18])([CH3:20])[CH3:22])[c:8]([Cl:16])[n:9][c:10]2[cH:11][c:12]([Cl:15])[c:13]1[Cl:14].